From a dataset of the Open Reaction Database (ORD), a public repository of structured organic reaction records. describe an organic reaction: reactants, conditions, products, and yield The product is N#CC1CCC(=O)C1CCCCCCO. Reactants: CC(C)(O)C#N, CO, [Na+], [Na+], O=C([O-])[O-], O=C1CCC=C1CCCCCCO. Reaction SMILES: [CH3:14][C:15]([C:16]#[N:17])([CH3:18])[OH:19].[CH3:26][OH:27].[Na+:20].[Na+:21].[O-:22][C:23](=[O:24])[O-:25].[OH:1][CH2:2][CH2:3][CH2:4][CH2:5][CH2:6][CH2:7][C:8]1=[CH:12][CH2:11][CH2:10][C:9]1=[O:13]>>[OH:1][CH2:2][CH2:3][CH2:4][CH2:5][CH2:6][CH2:7][CH:8]1[C:9](=[O:13])[CH2:10][CH2:11][CH:12]1[C:16]#[N:17]. Starting materials: C(C)OC(=O)C1CCN(CC1)C1=NN=C(C2=CC(=CC=C12)[N+](=O)[O-])NCC1=CC(=C(C=C1)OC)Cl (1-(4-Ethoxycarbonylpiperidino)-4-(3-chloro-4-methoxybenzyl)amino-6-nitrophthalazine), Cl (hydrochloride). Product: C(=O)(O)C1CCN(CC1)C1=NN=C(C2=CC(=CC=C12)[N+](=O)[O-])NCC1=CC(=C(C=C1)OC)Cl (1-(4-Carboxypiperidino)-4-(3-chloro-4-methoxybenzyl)amino-6-nitrophthalazine), Cl.C(=O)(O)C1CCN(CC1)C1=NN=C(C2=CC(=CC=C12)[N+](=O)[O-])NCC1=CC(=C(C=C1)OC)Cl (1-(4-Carboxypiperidino)-4-(3-chloro-4-methoxybenzyl)amino-6-nitrophthalazine hydrochloride). As a reaction SMILES: C([O:3][C:4]([CH:6]1[CH2:11][CH2:10][N:9]([C:12]2[C:21]3[C:16](=[CH:17][C:18]([N+:22]([O-:24])=[O:23])=[CH:19][CH:20]=3)[C:15]([NH:25][CH2:26][C:27]3[CH:32]=[CH:31][C:30]([O:33][CH3:34])=[C:29]([Cl:35])[CH:28]=3)=[N:14][N:13]=2)[CH2:8][CH2:7]1)=[O:5])C.[ClH:36]>>[C:4]([CH:6]1[CH2:11][CH2:10][N:9]([C:12]2[C:21]3[C:16](=[CH:17][C:18]([N+:22]([O-:24])=[O:23])=[CH:19][CH:20]=3)[C:15]([NH:25][CH2:26][C:27]3[CH:32]=[CH:31][C:30]([O:33][CH3:34])=[C:29]([Cl:35])[CH:28]=3)=[N:14][N:13]=2)[CH2:8][CH2:7]1)([OH:5])=[O:3].[ClH:36].[C:4]([CH:6]1[CH2:11][CH2:10][N:9]([C:12]2[C:21]3[C:16](=[CH:17][C:18]([N+:22]([O-:24])=[O:23])=[CH:19][CH:20]=3)[C:15]([NH:25][CH2:26][C:27]3[CH:32]=[CH:31][C:30]([O:33][CH3:34])=[C:29]([Cl:35])[CH:28]=3)=[N:14][N:13]=2)[CH2:8][CH2:7]1)([OH:5])=[O:3] |f:3.4|. Procedure: 1-(4-Carboxypiperidino)-4-(3-chloro-4-methoxybenzyl)amino-6-nitrophthalazine was prepared from the compound prepared in Example 55 in a similar manner to that of Example 43 and further converted into the title compound in the same manner as that employed in Example 4 for the formation of hydrochloride. Reactants: ClC=1C=C(C=CC1)C1CC(NC2=CC=CC=C12)=O ((±)-4-(3-chlorophenyl)-3,4-dihydro-2(1H)-quinolinone), ClC1=CC=C(C(=O)O)C=C1 (4-chlorobenzoic acid), polyphosphoric acid, ice water. Yields the product ClC1=CC=C(C(=O)C=2C=C3C(CC(NC3=CC2)=O)C2=CC(=CC=C2)Cl)C=C1 ((±)-6-(4-chlorobenzoyl)-4-(3-chlorophenyl)-3,4-dihydro-2(1H)-quinolinone). Yield: 2.4%. As a reaction SMILES: [Cl:1][C:2]1[CH:3]=[C:4]([CH:8]2[C:17]3[C:12](=[CH:13][CH:14]=[CH:15][CH:16]=3)[NH:11][C:10](=[O:18])[CH2:9]2)[CH:5]=[CH:6][CH:7]=1.[Cl:19][C:20]1[CH:28]=[CH:27][C:23]([C:24](O)=[O:25])=[CH:22][CH:21]=1>>[Cl:19][C:20]1[CH:28]=[CH:27][C:23]([C:24]([C:15]2[CH:16]=[C:17]3[C:12](=[CH:13][CH:14]=2)[NH:11][C:10](=[O:18])[CH2:9][CH:8]3[C:4]2[CH:5]=[CH:6][CH:7]=[C:2]([Cl:1])[CH:3]=2)=[O:25])=[CH:22][CH:21]=1. Procedure: Intermediate (1-a) (58.6 g), 4-chlorobenzoic acid (71.2 g) and polyphosphoric acid (580 g) were stirred at 140° C. for 48 hours. The mixture was poured into ice water and filtered off. The precipitate was washed with water, then with a diluted NH4OH solution and taken up in DCM. The organic layer was dried, filtered off and evaporated. The residue was purified by column chromatography over silica gel (eluent: CH2Cl2/CH3OH/NH4OH 99/1/0.1). The pure fractions were collected and evaporated, and rec...